This data is from the Open Reaction Database (ORD), a public repository of structured organic reaction records. The task is: describe an organic reaction: reactants, conditions, products, and yield Starting materials: CC1(C)CCCNc2ccccc21, O, O=[N+]([O-])O, O=S(=O)(O)O. Yields the product CC1(C)CCCNc2cc([N+](=O)[O-])ccc21. As a reaction SMILES: [CH3:6][C:7]1([CH3:18])[c:8]2[c:9]([cH:14][cH:15][cH:16][cH:17]2)[NH:10][CH2:11][CH2:12][CH2:13]1.[OH2:23].[OH:19][N+:20]([O-:21])=[O:22].[S:1](=[O:2])(=[O:3])([OH:4])[OH:5]>>[CH3:6][C:7]1([CH3:18])[c:8]2[c:9]([cH:14][c:15]([N+:20](=[O:19])[O-:21])[cH:16][cH:17]2)[NH:10][CH2:11][CH2:12][CH2:13]1. The reactants are CSc1nc(Nc2cc(C(F)(F)F)cc(C(F)(F)F)c2)c2c(=O)[nH]ccc2n1, NC1CCCCC1N. The product is NC1CCCCC1Nc1nc(Nc2cc(C(F)(F)F)cc(C(F)(F)F)c2)c2c(=O)[nH]ccc2n1. As a reaction SMILES: [F:1][C:2]([c:3]1[cH:4][c:5]([NH:13][c:14]2[c:15]3[c:16]([n:17][c:18]([S:20][CH3:21])[n:19]2)[cH:22][cH:23][nH:24][c:25]3=[O:26])[cH:6][c:7]([C:9]([F:10])([F:11])[F:12])[cH:8]1)([F:27])[F:28].[NH2:29][CH:30]1[CH:31]([NH2:36])[CH2:32][CH2:33][CH2:34][CH2:35]1>>[F:1][C:2]([c:3]1[cH:4][c:5]([NH:13][c:14]2[c:15]3[c:16]([n:17][c:18]([NH:36][CH:31]4[CH:30]([NH2:29])[CH2:35][CH2:34][CH2:33][CH2:32]4)[n:19]2)[cH:22][cH:23][nH:24][c:25]3=[O:26])[cH:6][c:7]([C:9]([F:10])([F:11])[F:12])[cH:8]1)([F:27])[F:28]. Starting materials: ClC=1N=C(C2=C(N1)C=C(S2)C=O)N2CCOCC2 (2-Chloro-4-morpholin-4-yl-thieno[3,2-d]pyrimidine-6-carbaldehyde), CN(C(CN1CCNCC1)=O)C (N,N-dimethyl-2-piperazin-1-yl-acetamide). Reported procedure: Reaction between 2-chloro-4-morpholin-4-yl-thieno[3,2-d]pyrimidine-6-carbaldehyde 10 (Example 3) and N,N-dimethyl-2-piperazin-1-yl-acetamide using General Procedure B-3 yielded 2-[4-(2-chloro-4-morpholin-4-yl-thieno[3,2-d]pyrimidin-6-ylmethyl)-piperazin-1-yl]-N,N-dimethyl-acetamide. The product is ClC=1N=C(C2=C(N1)C=C(S2)CN2CCN(CC2)CC(=O)N(C)C)N2CCOCC2 (2-[4-(2-chloro-4-morpholin-4-yl-thieno[3,2-d]pyrimidin-6-ylmethyl)-piperazin-1-yl]-N,N-dimethyl-acetamide). RXN SMILES: [Cl:1][C:2]1[N:3]=[C:4]([N:13]2[CH2:18][CH2:17][O:16][CH2:15][CH2:14]2)[C:5]2[S:10][C:9]([CH:11]=O)=[CH:8][C:6]=2[N:7]=1.[CH3:19][N:20]([CH3:30])[C:21](=[O:29])[CH2:22][N:23]1[CH2:28][CH2:27][NH:26][CH2:25][CH2:24]1>>[Cl:1][C:2]1[N:3]=[C:4]([N:13]2[CH2:18][CH2:17][O:16][CH2:15][CH2:14]2)[C:5]2[S:10][C:9]([CH2:11][N:26]3[CH2:25][CH2:24][N:23]([CH2:22][C:21]([N:20]([CH3:30])[CH3:19])=[O:29])[CH2:28][CH2:27]3)=[CH:8][C:6]=2[N:7]=1. The reactants are CN1C(CC[C@@]2(C3=C(CC[C@@H]12)C=C(C=C3)Br)C)=O ((+)-(4aR)-(10bR)-4-methyl-8-bromo-10b-methyl-1,2,3,4,4a,5,6,10b-octahydrobenzo[f]quinolin-3-one), FC1=C(C=C(C=C1)B(O)O)C(F)(F)F (4-fluoro-3-trifluoromethylphenylboronic acid), C([O-])([O-])=O.[Na+].[Na+] (sodium carbonate), C1CCOC1 (THF). Reagents/catalysts: [Pd].C1(=CC=CC=C1)P(C1=CC=CC=C1)C1=CC=CC=C1.C1(=CC=CC=C1)P(C1=CC=CC=C1)C1=CC=CC=C1.C1(=CC=CC=C1)P(C1=CC=CC=C1)C1=CC=CC=C1.C1(=CC=CC=C1)P(C1=CC=CC=C1)C1=CC=CC=C1 (tetrakis (triphenylphosphine) palladium (0)). Solvent: C(Cl)(Cl)Cl (chloroform). Product: CN1C(CC[C@@]2(C3=C(CC[C@@H]12)C=C(C=C3)C3=CC(=C(C=C3)F)C(F)(F)F)C)=O ((+)-(4aR)-(10bR)-4-methyl-8-(4-fluoro-3-trifluoromethyl-phenyl)-10b-methyl-1,2,3,4,4a,5,6,10b-octahydrobenzo[f]quinolin-3-one). Isolated yield 43.2%. As a reaction SMILES: [CH3:1][N:2]1[C@H:11]2[C@@:6]([CH3:17])([C:7]3[CH:15]=[CH:14][C:13](Br)=[CH:12][C:8]=3[CH2:9][CH2:10]2)[CH2:5][CH2:4][C:3]1=[O:18].[F:19][C:20]1[CH:25]=[CH:24][C:23](B(O)O)=[CH:22][C:21]=1[C:29]([F:32])([F:31])[F:30].C(=O)([O-])[O-].[Na+].[Na+].C1COCC1>C(Cl)(Cl)Cl.[Pd].C1(P(C2C=CC=CC=2)C2C=CC=CC=2)C=CC=CC=1.C1(P(C2C=CC=CC=2)C2C=CC=CC=2)C=CC=CC=1.C1(P(C2C=CC=CC=2)C2C=CC=CC=2)C=CC=CC=1.C1(P(C2C=CC=CC=2)C2C=CC=CC=2)C=CC=CC=1>[CH3:1][N:2]1[C@H:11]2[C@@:6]([CH3:17])([C:7]3[CH:15]=[CH:14][C:13]([C:23]4[CH:24]=[CH:25][C:20]([F:19])=[C:21]([C:29]([F:32])([F:31])[F:30])[CH:22]=4)=[CH:12][C:8]=3[CH2:9][CH2:10]2)[CH2:5][CH2:4][C:3]1=[O:18] |f:2.3.4,7.8.9.10.11|. Procedure: A 15 mL round bottom flask was charged with (+)-(4aR)-(10bR)-4-methyl-8-bromo-10b-methyl-1,2,3,4,4a,5,6,10b-octahydrobenzo[f]quinolin-3-one (200 mg, 0.65 mmol), tetrakis (triphenylphosphine) palladium (0) (23 mg, 0.02 mmol), 4-fluoro-3-trifluoromethylphenylboronic acid (162 mg, 0.78 mmol), 0.65 mL of 2M sodium carbonate solution and 2 mL of THF, fitted with a reflux condenser, and the stirred mixture was heated at 80°, under nitrogen, for 18 h. The mixture was cooled, diluted with chloroform (75... Starting materials: CCn1cc(C(O)(C(C)c2ccc(Br)cc2Cl)C(F)(F)F)ccc1=O, COC(=O)c1ccc(B(O)O)cc1F. Product: CCn1cc(C(O)(C(C)c2ccc(-c3ccc(C(=O)OC)c(F)c3)cc2Cl)C(F)(F)F)ccc1=O. Reaction SMILES: [Br:1][c:2]1[cH:3][c:4]([Cl:25])[c:5]([CH:8]([C:9]([C:10]([F:11])([F:12])[F:13])([OH:14])[c:15]2[cH:16][cH:17][c:18](=[O:23])[n:19]([CH2:21][CH3:22])[cH:20]2)[CH3:24])[cH:6][cH:7]1.[F:26][c:27]1[cH:28][c:29]([B:37]([OH:38])[OH:39])[cH:30][cH:31][c:32]1[C:33](=[O:34])[O:35][CH3:36]>>[c:2]1(-[c:29]2[cH:28][c:27]([F:26])[c:32]([C:33](=[O:34])[O:35][CH3:36])[cH:31][cH:30]2)[cH:3][c:4]([Cl:25])[c:5]([CH:8]([C:9]([C:10]([F:11])([F:12])[F:13])([OH:14])[c:15]2[cH:16][cH:17][c:18](=[O:23])[n:19]([CH2:21][CH3:22])[cH:20]2)[CH3:24])[cH:6][cH:7]1. Starting materials: ClCCN=C=O (1-Chloro-2-isocyanatoethane), C1(CC1)C1=C(C=NC=C1)N (4-cyclopropylpyridin-3-amine), CO (methanol). Solvent: C(Cl)(Cl)Cl (CHCl3), C1(=CC=CC=C1)C (toluene). Reaction conditions: time 2 hour. Yields the product ClCCNC(=O)NC=1C=NC=CC1C1CC1 (1-(2-chloroethyl)-3-(4-cyclopropylpyridin-3-yl)urea). Isolated yield 30.0%. RXN SMILES: [Cl:1][CH2:2][CH2:3][N:4]=[C:5]=[O:6].[CH:7]1([C:10]2[CH:15]=[CH:14][N:13]=[CH:12][C:11]=2[NH2:16])[CH2:9][CH2:8]1.CO>C1(C)C=CC=CC=1.C(Cl)(Cl)Cl>[Cl:1][CH2:2][CH2:3][NH:4][C:5]([NH:16][C:11]1[CH:12]=[N:13][CH:14]=[CH:15][C:10]=1[CH:7]1[CH2:9][CH2:8]1)=[O:6]. Reported procedure: 1-Chloro-2-isocyanatoethane (472 mg, 4.477 mmol) was added drop wise to a stirred mixture of 4-cyclopropylpyridin-3-amine (I-1b: 400 mg, 2.78 mmol) in toluene (10 mL) at 0° C. The resulting mixture was stirred at room temperature for 2 hours. The reaction was monitored by TLC (10% methanol in CHCl3). The crude product was concentrated and purified by column chromatography on silica gel (2% methanol in CHCl3) afforded 200 mg of the product (28% yield).